From a dataset of the Open Reaction Database (ORD), a public repository of structured organic reaction records. describe an organic reaction: reactants, conditions, products, and yield Yield: 25.7%. The reactants are C(C)(C)OC=1C=C(C(=O)NC=2SC(=CN2)Br)C=C(C1)OC1=CC=CC=C1 (3-isopropyloxy-5-phenoxy-N-(5-bromothiazol-2-yl)-benzamide), SCC(=O)OC (methyl mercaptoacetate). Yields the product COC(CSC1=CN=C(S1)NC(C1=CC(=CC(=C1)OC1=CC=CC=C1)OC(C)C)=O)=O ([2-(3-Isopropoxy-5-phenoxy-benzoylamino)-thiazol-5-yl-sulfanyl]-acetic acid methyl ester). RXN SMILES: [CH:1]([O:4][C:5]1[CH:6]=[C:7]([CH:17]=[C:18]([O:20][C:21]2[CH:26]=[CH:25][CH:24]=[CH:23][CH:22]=2)[CH:19]=1)[C:8]([NH:10][C:11]1[S:12][C:13](Br)=[CH:14][N:15]=1)=[O:9])([CH3:3])[CH3:2].[SH:27][CH2:28][C:29]([O:31][CH3:32])=[O:30]>>[CH3:32][O:31][C:29](=[O:30])[CH2:28][S:27][C:13]1[S:12][C:11]([NH:10][C:8](=[O:9])[C:7]2[CH:17]=[C:18]([O:20][C:21]3[CH:26]=[CH:25][CH:24]=[CH:23][CH:22]=3)[CH:19]=[C:5]([O:4][CH:1]([CH3:3])[CH3:2])[CH:6]=2)=[N:15][CH:14]=1. Reported procedure: [2-(3-Isopropoxy-5-phenoxy-benzoylamino)-thiazol-5-yl-sulfanyl]-acetic acid methyl ester (100 mg) was prepared from 3-isopropyloxy-5-phenoxy-N-(5-bromothiazol-2-yl)-benzamide (370 mg, 0.85 mmol) and methyl mercaptoacetate (0.4 mL, 4.0 mmol) in 26% yield following the general procedure F.